Task: describe an organic reaction: reactants, conditions, products, and yield. Dataset: the Open Reaction Database (ORD), a public repository of structured organic reaction records Reactants: CN1CCCC1=O, CCOC(C)=O, CS(=O)(=O)c1ncc2cc(-c3ccccc3Cl)c(O)nc2n1, NC1CCC(N)CC1. Yields the product NC1CCC(Nc2ncc3cc(-c4ccccc4Cl)c(O)nc3n2)CC1. Reaction SMILES: [CH3:31][N:32]1[CH2:33][CH2:34][CH2:35][C:36]1=[O:37].[CH3:38][CH2:39][O:40][C:41](=[O:42])[CH3:43].[Cl:1][c:2]1[c:3](-[c:8]2[cH:9][c:10]3[c:11]([n:12][c:13]([S:16]([CH3:17])(=[O:18])=[O:19])[n:14][cH:15]3)[n:20][c:21]2[OH:22])[cH:4][cH:5][cH:6][cH:7]1.[NH2:23][CH:24]1[CH2:25][CH2:26][CH:27]([NH2:30])[CH2:28][CH2:29]1>>[Cl:1][c:2]1[c:3](-[c:8]2[cH:9][c:10]3[c:11]([n:12][c:13]([NH:30][CH:27]4[CH2:26][CH2:25][CH:24]([NH2:23])[CH2:29][CH2:28]4)[n:14][cH:15]3)[n:20][c:21]2[OH:22])[cH:4][cH:5][cH:6][cH:7]1. The reactants are OC(C[C@@]1(CCN(C(O1)=O)[C@@H](C)C1=CC=C(C=C1)B1OC(C(O1)(C)C)(C)C)C1=CC=CC=C1)(C)C ((S)-6-(2-hydroxy-2-methylpropyl)-6-phenyl-3-((S)-1-(4-(4,4,5,5-tetramethyl-1,3,2-dioxaborolan-2-yl)phenyl)ethyl)-1,3-oxazinan-2-one), BrC1=NC=C(C(=O)NC(C)(C)C)C=C1 (6-bromo-N-tert-butylnicotinamide). Product: C(C)(C)(C)NC(C1=CN=C(C=C1)C1=CC=C(C=C1)[C@H](C)N1C(O[C@](CC1)(C1=CC=CC=C1)CC(C)(C)O)=O)=O (N-tert-butyl-6-(4-((S)-1-((S)-6-(2-hydroxy-2-methylpropyl)-2-oxo-6-phenyl-1,3-oxazinan-3-yl)ethyl)phenyl)nicotinamide). Reaction SMILES: [OH:1][C:2]([CH3:35])([CH3:34])[CH2:3][C@@:4]1([C:28]2[CH:33]=[CH:32][CH:31]=[CH:30][CH:29]=2)[O:9][C:8](=[O:10])[N:7]([C@H:11]([C:13]2[CH:18]=[CH:17][C:16](B3OC(C)(C)C(C)(C)O3)=[CH:15][CH:14]=2)[CH3:12])[CH2:6][CH2:5]1.Br[C:37]1[CH:49]=[CH:48][C:40]([C:41]([NH:43][C:44]([CH3:47])([CH3:46])[CH3:45])=[O:42])=[CH:39][N:38]=1>>[C:44]([NH:43][C:41](=[O:42])[C:40]1[CH:48]=[CH:49][C:37]([C:16]2[CH:15]=[CH:14][C:13]([C@@H:11]([N:7]3[CH2:6][CH2:5][C@:4]([CH2:3][C:2]([OH:1])([CH3:34])[CH3:35])([C:28]4[CH:33]=[CH:32][CH:31]=[CH:30][CH:29]=4)[O:9][C:8]3=[O:10])[CH3:12])=[CH:18][CH:17]=2)=[N:38][CH:39]=1)([CH3:47])([CH3:46])[CH3:45]. Procedure details: The title compound was prepared from (S)-6-(2-hydroxy-2-methylpropyl)-6-phenyl-3-((S)-1-(4-(4,4,5,5-tetramethyl-1,3,2-dioxaborolan-2-yl)phenyl)ethyl)-1,3-oxazinan-2-one and 6-bromo-N-tert-butylnicotinamide following a procedure analogous to that described in Example 1 Step 2. LC-MS Method 2 tR=1.898 min, m/z=472.2; 1H NMR (CDCl3) 1.08 (s, 3H), 1.15 (s, 3H), 1.34 (s, 9H), 1.49 (d, 3H), 2.16 (m, 3H), 2.19 (m, 1H), 2.32 (m, 1H), 2.42 (m, 3H), 2.79 (m, 1H), 4.32 (m, 2H), 5.66 (m, 1H), 6.55 (s, 1H), ... Product: C#CCN1C(=O)NC(C)(C)C1=O. Starting materials: O=C([O-])[O-], C#CCBr, CCC(C)=O, CC1(C)NC(=O)NC1=O, [K+], [K+]. As a reaction SMILES: [C:10](=[O:11])([O-:12])[O-:13].[CH2:16]([C:17]#[CH:18])[Br:19].[CH2:20]([C:21]([CH3:22])=[O:23])[CH3:24].[CH3:1][C:2]1([CH3:9])[C:3](=[O:8])[NH:4][C:5](=[O:7])[NH:6]1.[K+:14].[K+:15]>>[CH3:1][C:2]1([CH3:9])[C:3](=[O:8])[N:4]([CH2:18][C:17]#[CH:16])[C:5](=[O:7])[NH:6]1. Reactants: C[S-], CCOC(C)=O, O=C(NC1C2CC3CC(C2)CC1C3)c1ccc(Cl)nc1Cl, [Na+]. Product: CSc1nc(Cl)ccc1C(=O)NC1C2CC3CC(C2)CC1C3. As a reaction SMILES: [CH3:1][S-:2].[CH3:25][CH2:26][O:27][C:28]([CH3:29])=[O:30].[CH:4]12[CH:5]([NH:14][C:15](=[O:16])[c:17]3[c:18]([Cl:24])[n:19][c:20]([Cl:23])[cH:21][cH:22]3)[CH:6]3[CH2:7][CH:8]([CH2:9][CH:10]([CH2:11]1)[CH2:12]3)[CH2:13]2.[Na+:3]>>[CH3:1][S:2][c:18]1[c:17]([C:15]([NH:14][CH:5]2[CH:4]3[CH2:11][CH:10]4[CH2:9][CH:8]([CH2:7][CH:6]2[CH2:12]4)[CH2:13]3)=[O:16])[cH:22][cH:21][c:20]([Cl:23])[n:19]1. Starting materials: B.CSC (Borane dimethylsulfide), BrC=1C=C(C=CC1OC)NC(C(F)(F)F)=O (N-(3-Bromo-4-methoxyphenyl)trifluoroacetamide). Run in O1CCCC1 (tetrahydrofuran). The product is COC1=C(C=C(C=C1)NCC(F)(F)F)Br (2-Methoxy-5-(2,2,2-trifluoroethylamino)bromobenzene). Yield: 110.3%. RXN SMILES: B.CSC.[Br:5][C:6]1[CH:7]=[C:8]([NH:14][C:15](=O)[C:16]([F:19])([F:18])[F:17])[CH:9]=[CH:10][C:11]=1[O:12][CH3:13]>O1CCCC1>[CH3:13][O:12][C:11]1[CH:10]=[CH:9][C:8]([NH:14][CH2:15][C:16]([F:17])([F:18])[F:19])=[CH:7][C:6]=1[Br:5] |f:0.1|. Procedure: Borane-dimethylsulfide complex (2M in THF, 6.7 ml, 13.4 mmol) was added to a solution of N-(3-Bromo-4-methoxyphenyl)trifluoroacetamide (Description 52, 2.0 g, 6.7 mmol) in tetrahydrofuran (20 ml) and the mixture was heated under reflux for 18 h. The mixture was cooled and the solvent was evaporated under reduced pressure to give the title compound as a yellow oil (2.1 g). 1H NMR (360 MHz, CDCl3) δ6.93 (1H, d, J 2.9 Hz), 6.80 (1H, d, J 8.8 Hz), 6.62 (1H, dd, J 8.8, 2.9 Hz), 3.82 (3H, s), and 3.71...